Dataset: the Open Reaction Database (ORD), a public repository of structured organic reaction records. Task: describe an organic reaction: reactants, conditions, products, and yield The reactants are CC1=C(C=CC=C1NC2=C(C=CC=N2)C(=O)O)C(F)(F)F.CNC[C@@H]([C@H]([C@@H]([C@@H](CO)O)O)O)O.CS(=O)(=O)C1=CC=C(C=C1)[C@H]([C@@H](CF)NC(=O)C(Cl)Cl)O (Resflor), N (ammonia), N (ammonia). Solvent: O (water). Reaction conditions: temperature 50 celsius. The product is CC1=C(C=CC=C1NC2=C(C=CC=N2)C(=O)O)C(F)(F)F (Flunixin). Yield: 3.8%. RXN SMILES: [CH3:1][C:2]1[C:7]([NH:8][C:9]2[N:14]=[CH:13][CH:12]=[CH:11][C:10]=2[C:15]([OH:17])=[O:16])=[CH:6][CH:5]=[CH:4][C:3]=1[C:18]([F:21])([F:20])[F:19].CNC[C@H](O)[C@@H](O)[C@H](O)[C@H](O)CO.CS(C1C=CC([C@@H](O)[C@H](NC(C(Cl)Cl)=O)CF)=CC=1)(=O)=O.N>O>[CH3:1][C:2]1[C:7]([NH:8][C:9]2[N:14]=[CH:13][CH:12]=[CH:11][C:10]=2[C:15]([OH:17])=[O:16])=[CH:6][CH:5]=[CH:4][C:3]=1[C:18]([F:20])([F:19])[F:21] |f:0.1.2|. Reported procedure: About 300 g of Resflor® is added over about 1 hour to a stirring solution of about 24 mL of concentrated ammonia in about 3 L of water heated to about 50° C. Additional concentrated ammonia can be added to ensure that the pH is about 9. The mixture is stirred and cooled to room temperature. The resulting precipated Florfenicol is removed by filtration. The filtrate is acidifed to about pH 4.5 with 10% H2SO4 then stirred for about another 1 hour. The resulting precipitated Flunixin is collected b... Starting materials: C(CCC)[Li] (butyllithium), OCCC#N (3-hydroxy-propionitrile), C12(CCCCC1)CC(=O)OC(C2)=O (1,1-cyclohexanediacetic anhydride). The solvent is C1CCOC1 (THF), C1CCOC1 (THF). Run at temperature 30 celsius, time 30 minute. The product is C(#N)CCOC(=O)CC1(CCCCC1)CC(=O)O (1-[(2-Cyanoethoxycarbonyl)methyl]-1-Cyclohexane Acetic Acid). Yield: 94.8%. As a reaction SMILES: C([Li])CCC.[OH:6][CH2:7][CH2:8][C:9]#[N:10].[C:11]12([CH2:22][C:21](=[O:23])[O:20][C:18](=[O:19])[CH2:17]1)[CH2:16][CH2:15][CH2:14][CH2:13][CH2:12]2>C1COCC1>[C:9]([CH2:8][CH2:7][O:6][C:21]([CH2:22][C:11]1([CH2:17][C:18]([OH:20])=[O:19])[CH2:16][CH2:15][CH2:14][CH2:13][CH2:12]1)=[O:23])#[N:10]. Procedure details: 8.2 mL of 1.6M butyllithium was added to a −78° C. solution of 3-hydroxy-propionitrile (13.19 mmol) in 50 mL of THF. The reaction mixture was warmed to 30° C. and stirred for 30 minutes. Then, a solution of 1,1-cyclohexanediacetic anhydride (10.99 mmol) in 10 mL of THF was added dropwise. The reaction mixture was warmed to room temperature over a period of one hour and stirred at room temperature with monitoring by TLC. When the reaction was judged complete, the reaction mixture was quenched wit... Starting materials: C1CCOC1, COC(=O)CC(C)n1c(=O)c2ccccc2n(Cc2nsc3cc(C)cc(C)c23)c1=O, Cl, [Li+], [OH-], O. The product is Cc1cc(C)c2c(Cn3c(=O)n(C(C)CC(=O)O)c(=O)c4ccccc43)nsc2c1. RXN SMILES: [CH2:35]1[O:36][CH2:37][CH2:38][CH2:39]1.[CH3:1][O:2][C:3]([CH2:4][CH:5]([CH3:6])[n:7]1[c:8](=[O:30])[n:9]([CH2:18][c:19]2[n:20][s:21][c:22]3[c:23]2[c:24]([CH3:29])[cH:25][c:26]([CH3:28])[cH:27]3)[c:10]2[cH:11][cH:12][cH:13][cH:14][c:15]2[c:16]1=[O:17])=[O:31].[ClH:34].[Li+:33].[OH-:32].[OH2:40]>>[O:2]=[C:3]([CH2:4][CH:5]([CH3:6])[n:7]1[c:8](=[O:30])[n:9]([CH2:18][c:19]2[n:20][s:21][c:22]3[c:23]2[c:24]([CH3:29])[cH:25][c:26]([CH3:28])[cH:27]3)[c:10]2[cH:11][cH:12][cH:13][cH:14][c:15]2[c:16]1=[O:17])[OH:31]. Starting materials: CCc1ccccc1, C1CCOC1, C1CCOC1, CCCCCCC, CC(C)[N-]C(C)C, CCCCCC, [Li+], CC(Oc1ccccc1)C(=O)O, O, O=Cc1cccs1. Product: CC(Oc1ccccc1)(C(=O)O)C(O)c1cccs1. RXN SMILES: [CH2:21]([c:22]1[cH:23][cH:24][cH:25][cH:26][cH:27]1)[CH3:28].[CH2:48]1[O:49][CH2:50][CH2:51][CH2:52]1.[CH2:9]1[O:10][CH2:11][CH2:12][CH2:13]1.[CH3:14][CH2:15][CH2:16][CH2:17][CH2:18][CH2:19][CH3:20].[CH3:2][CH:3]([N-:4][CH:5]([CH3:6])[CH3:7])[CH3:8].[CH3:53][CH2:54][CH2:55][CH2:56][CH2:57][CH3:58].[Li+:1].[O:29]([c:30]1[cH:31][cH:32][cH:33][cH:34][cH:35]1)[CH:36]([C:37](=[O:38])[OH:39])[CH3:40].[OH2:59].[s:41]1[c:42]([CH:46]=[O:47])[cH:43][cH:44][cH:45]1>>[O:29]([c:30]1[cH:31][cH:32][cH:33][cH:34][cH:35]1)[C:36]([C:37](=[O:38])[OH:39])([CH3:40])[CH:46]([c:42]1[s:41][cH:45][cH:44][cH:43]1)[OH:47].